This data is from the Open Reaction Database (ORD), a public repository of structured organic reaction records. The task is: describe an organic reaction: reactants, conditions, products, and yield The reactants are COC(C1=C(C(=C(C=C1)Cl)C)NS(=O)(=O)C1=CC=C(C=C1)OC)=O (4-Chloro-2-(4-methoxy-benzenesulfonylamino)-3-methyl-benzoic acid methyl ester). Solvent: CCCCCC (hexane). Yields the product COC(C1=C(C(=C(C=C1)Cl)C)N(S(=O)(=O)C1=CC=C(C=C1)OC)CC1=CC=CC=C1)=O (2-[Benzyl-(4-methoxy-benzenesulfonyl)-amino]-4-chloro-3-methyl-benzoic acid methyl ester). The yield is 182.3%. Reaction SMILES: [CH3:1][O:2][C:3](=[O:24])[C:4]1[CH:9]=[CH:8][C:7]([Cl:10])=[C:6]([CH3:11])[C:5]=1[NH:12][S:13]([C:16]1[CH:21]=[CH:20][C:19]([O:22][CH3:23])=[CH:18][CH:17]=1)(=[O:15])=[O:14]>CCCCCC>[CH3:1][O:2][C:3](=[O:24])[C:4]1[CH:9]=[CH:8][C:7]([Cl:10])=[C:6]([CH3:11])[C:5]=1[N:12]([CH2:3][C:4]1[CH:9]=[CH:8][CH:7]=[CH:6][CH:5]=1)[S:13]([C:16]1[CH:17]=[CH:18][C:19]([O:22][CH3:23])=[CH:20][CH:21]=1)(=[O:15])=[O:14]. Procedure details: In the same manner as described in Example 9, 0.5 g (1.35 mmol) of the product of Example 96 provided 0.566 g (80%) of the desired product as a white solid after trituration with hexane. Electrospray Mass Spec 460.2(M+H). The reactants are C(=O)C1=CC=C(C(=O)O)C=C1 (4-formylbenzoic acid), [BH4-].[Na+] (sodium borohydride). Solvent: C(C)O (ethanol), O (water), [OH-].[Na+] (NaOH). Conditions: time 5 hour. Product: OCC1=CC=C(C(=O)O)C=C1 (4-(HYDROXYMETHYL)BENZOIC ACID). As a reaction SMILES: [BH4-].[Na+].[CH:3]([C:5]1[CH:13]=[CH:12][C:8]([C:9]([OH:11])=[O:10])=[CH:7][CH:6]=1)=[O:4]>O.[OH-].[Na+].C(O)C>[OH:4][CH2:3][C:5]1[CH:6]=[CH:7][C:8]([C:9]([OH:11])=[O:10])=[CH:12][CH:13]=1 |f:0.1,4.5|. Procedure details: A solution of 3.68 g (92.3 mmol) of sodium borohydride, dissolved in 30 ml of water to which 5 ml of 5N NaOH have been added, is added dropwise and with stirring to a solution of 13.86 g (92.3 mmol) of 4-formylbenzoic acid in 200 ml of absolute ethanol. The reaction medium is left thus for 5 hours with stirring at room temperature. The ethanol is then removed by evaporation under vacuum and the residue is taken up with water and then acidified with 5N hydrochloric acid: the precipitate obtained ...